This data is from the Open Reaction Database (ORD), a public repository of structured organic reaction records. The task is: describe an organic reaction: reactants, conditions, products, and yield The reactants are C(C)OC(CC(NC(=O)[C@H]1CN(CCC1)C(CCC1CCN(CC1)C(=O)OC(C)(C)C)=O)C#C)=O (N-[(R)-1-{3-(1-tert-butoxycarbonyl-4-piperidyl)propionyl}-3-piperidylcarbonyl]-3-ethynyl-β-alanine ethyl ester), [OH-].[Li+] (lithium hydroxide), OS(=O)(=O)[O-].[K+] (KHSO4). Run in O1CCCC1 (tetrahydrofuran), C(C)O (ethanol), O (water). Reaction conditions: temperature 0 celsius. Product: C(C)(C)(C)OC(=O)N1CCC(CC1)CCC(=O)N1C[C@@H](CCC1)C(=O)NC(CC(=O)O)C#C (N-[(R)-1-{3-(1-tert-butoxycarbonyl-4-piperidyl)propionyl}-3-piperidylcarbonyl]-3-ethynyl-β-alanine). Isolated yield 86.1%. Reaction SMILES: C([O:3][C:4](=[O:35])[CH2:5][CH:6]([C:33]#[CH:34])[NH:7][C:8]([C@@H:10]1[CH2:15][CH2:14][CH2:13][N:12]([C:16](=[O:32])[CH2:17][CH2:18][CH:19]2[CH2:24][CH2:23][N:22]([C:25]([O:27][C:28]([CH3:31])([CH3:30])[CH3:29])=[O:26])[CH2:21][CH2:20]2)[CH2:11]1)=[O:9])C.[OH-].[Li+].OS([O-])(=O)=O.[K+]>O1CCCC1.C(O)C.O>[C:28]([O:27][C:25]([N:22]1[CH2:21][CH2:20][CH:19]([CH2:18][CH2:17][C:16]([N:12]2[CH2:13][CH2:14][CH2:15][C@@H:10]([C:8]([NH:7][CH:6]([C:33]#[CH:34])[CH2:5][C:4]([OH:35])=[O:3])=[O:9])[CH2:11]2)=[O:32])[CH2:24][CH2:23]1)=[O:26])([CH3:31])([CH3:30])[CH3:29] |f:1.2,3.4|. Procedure details: A solution of N-[(R)-1-{3-(1-tert-butoxycarbonyl-4-piperidyl)propionyl}-3-piperidylcarbonyl]-3-ethynyl-β-alanine ethyl ester (1.38 g) in tetrahydrofuran (5 ml), ethanol (5 ml) and water (5 ml) was added lithium hydroxide (0.35 g) under stirring at 0° C. After stirring at ambient temperature for 1 hour, the mixture was acidified with 5% KHSO4 aqueous solution and extracted with ethyl acetate. The extract was washed with water, brine and dried over MgSO4, and evaporated in vacuo to give N-[(R)-1-{... Reactants: CC(CO)(CO)C (2,2-dimethyl-1,3-propanediol), C(CCCCCCC)C1=CSC=C1 (3-octylthiophene), C(CCC)OB(OCCCC)OCCCC (tributylborate), [Li]CCCC (BuLi). Procedure details: Under argon atmosphere, in a three necked flask 3 g (15.28 mmol, 1 eq.) of 3-octylthiophene are dissolved in 30 mL of THF. After having cooled the medium to −78° C., 12 mL (18.34 mmol, 1.2 eq., C=1.6 mol/L) of BuLi are added drop by drop. The reaction is stirred for 1 h at −50° C. Then 8 mL (30.56 mmol, 2 eq.) of tributylborate are added to the medium cooled beforehand to −78° C. The reaction remains under stirring for the following 2 h where the temperature rises to ambient temperature. The mix... Reaction conditions: temperature -78 celsius, time 1 hour. Reaction SMILES: [CH2:1]([C:9]1[CH:13]=[CH:12][S:11][CH:10]=1)[CH2:2][CH2:3][CH2:4][CH2:5][CH2:6][CH2:7][CH3:8].[Li][CH2:15]CCC.C(O[B:24]([O:30][CH2:31][CH2:32][CH2:33]C)[O:25][CH2:26]CCC)CCC.CC(C)(CO)CO>C1COCC1>[CH3:15][C:32]1([CH3:33])[CH2:26][O:25][B:24]([C:12]2[S:11][CH:10]=[C:9]([CH2:1][CH2:2][CH2:3][CH2:4][CH2:5][CH2:6][CH2:7][CH3:8])[CH:13]=2)[O:30][CH2:31]1. The product is CC1(COB(OC1)C=1SC=C(C1)CCCCCCCC)C (5,5-dimethyl-2-(4-octylthiophen-2-yl)-1,3,2-dioxaborinane). The solvent is C1CCOC1 (THF). Yield: 72.2%. The reactants are [Al+3], [Br-], CC[Mg+], COc1cc(C(=O)Cl)cc(OC)c1OC, COc1ccc2cc[nH]c2c1, [Cl-], [Cl-], [Cl-], ClCCl, ClCCl. The product is COc1ccc2c(C(=O)c3cc(OC)c(OC)c(OC)c3)c[nH]c2c1. As a reaction SMILES: [Al+3:31].[Br-:37].[CH2:38]([Mg+:39])[CH3:40].[CH3:12][O:13][c:14]1[cH:15][c:16]([C:17](=[O:18])[Cl:19])[cH:20][c:21]([O:25][CH3:26])[c:22]1[O:23][CH3:24].[CH3:1][O:2][c:3]1[cH:4][cH:5][c:6]2[cH:7][cH:8][nH:9][c:10]2[cH:11]1.[Cl-:30].[Cl-:32].[Cl-:33].[Cl:27][CH2:28][Cl:29].[Cl:34][CH2:35][Cl:36]>>[CH3:1][O:2][c:3]1[cH:4][cH:5][c:6]2[c:7]([C:17]([c:16]3[cH:15][c:14]([O:13][CH3:12])[c:22]([O:23][CH3:24])[c:21]([O:25][CH3:26])[cH:20]3)=[O:18])[cH:8][nH:9][c:10]2[cH:11]1. Starting materials: C1(CCCCC1)C1=NN(C=2N=C(NC(C21)=O)C2=C(C=C(C=C2)O)OC)C (3-Cyclohexyl-6-(4-hydroxy-2-methoxyphenyl)-1-methyl-1,5-dihydro-4H-pyrazolo[3,4-d]pyrimidin-4-one), C([O-])([O-])=O.[K+].[K+] (potassium carbonate), BrCCO (2-bromoethanol), BrCCO (2-bromoethanol). Run in CN(C=O)C (N,N-dimethylformamide). Reaction conditions: temperature 120 celsius, time 2 hour. Yields the product C1(CCCCC1)C1=NN(C=2N=C(NC(C21)=O)C2=C(C=C(C=C2)OCCO)OC)C (3-Cyclohexyl-6-[4-(2-hydroxyethoxy)-2-methoxyphenyl]-1-methyl-1,5-dihydro-4H-pyrazolo[3,4-d]pyrimidin-4-one). Isolated yield 35.6%. RXN SMILES: [CH:1]1([C:7]2[C:15]3[C:14](=[O:16])[NH:13][C:12]([C:17]4[CH:22]=[CH:21][C:20]([OH:23])=[CH:19][C:18]=4[O:24][CH3:25])=[N:11][C:10]=3[N:9]([CH3:26])[N:8]=2)[CH2:6][CH2:5][CH2:4][CH2:3][CH2:2]1.C(=O)([O-])[O-].[K+].[K+].Br[CH2:34][CH2:35][OH:36]>CN(C)C=O>[CH:1]1([C:7]2[C:15]3[C:14](=[O:16])[NH:13][C:12]([C:17]4[CH:22]=[CH:21][C:20]([O:23][CH2:34][CH2:35][OH:36])=[CH:19][C:18]=4[O:24][CH3:25])=[N:11][C:10]=3[N:9]([CH3:26])[N:8]=2)[CH2:2][CH2:3][CH2:4][CH2:5][CH2:6]1 |f:1.2.3|. Reported procedure: To a 5 ml N,N-dimethylformamide solution of 150 mg (0.423 mmol) of the compound obtained in Example 36, 87.7 mg (0.635 mmol) of potassium carbonate and 33 μl (0.466 mmol) of 2-bromoethanol were added. The mixture was stirred at 100° C. for 1 hour and at 120° C. for 2 hours. Further, 16 μl (0.233 mmol) of 2-bromoethanol was added, and the mixture was stirred at 120° C. for 1 hour. Then, the reaction mixture was concentrated under reduced pressure. Water was added to the residue, and the mixture w... Starting materials: ClC=1C=C(C=C(C1F)Cl)N1C=2N([C@](C1=O)(C)CC1=CC=C(C#N)C=C1)C(=CN2)I (4-[(R)-1-(3,5-dichloro-4-fluoro-phenyl)-5-iodo-3-methyl-2-oxo-2,3-dihydro-1H-imidazo[1,2-a]imidazol-3-ylmethyl]-benzonitrile), C(C)(=O)OC(C)=O (Acetic anhydride), C(=O)[O-].[Na+] (sodium formate), CCN(C(C)C)C(C)C (Hunig's base), [Li+].[Cl-] (LiCl). Reagents/catalysts: CC(=O)[O-].CC(=O)[O-].[Pd+2] (Pd(OAc)2). Run in CN(C)C=O (DMF), CN(C)C=O (DMF). Conditions: time 45 minute. Yields the product C(#N)C1=CC=C(C[C@@]2(C(N(C=3N2C(=CN3)C(=O)O)C3=CC(=C(C(=C3)Cl)F)Cl)=O)C)C=C1 ((R)-5-(4-Cyano-benzyl)-7-(3,5-dichloro-4-fluoro-phenyl)-5-methyl-6-oxo-6,7-dihydro-5H-imidazo[1,2-a]imidazole-3-carboxylic acid). Yield: 86.6%. As a reaction SMILES: C([O:4][C:5](=[O:7])[CH3:6])(=O)C.C([O-])=O.[Na+].CCN(C(C)C)C(C)C.[Cl:21][C:22]1[CH:23]=[C:24]([N:30]2[C:34](=[O:35])[C@:33]([CH2:37][C:38]3[CH:45]=[CH:44][C:41]([C:42]#[N:43])=[CH:40][CH:39]=3)([CH3:36])[N:32]3C(I)=[CH:47][N:48]=[C:31]23)[CH:25]=[C:26]([Cl:29])[C:27]=1[F:28].[Li+].[Cl-]>CN(C=O)C.CC([O-])=O.CC([O-])=O.[Pd+2]>[C:42]([C:41]1[CH:40]=[CH:39][C:38]([CH2:37][C@@:33]2([CH3:36])[N:32]3[C:6]([C:5]([OH:4])=[O:7])=[CH:47][N:48]=[C:31]3[N:30]([C:24]3[CH:23]=[C:22]([Cl:21])[C:27]([F:28])=[C:26]([Cl:29])[CH:25]=3)[C:34]2=[O:35])=[CH:45][CH:44]=1)#[N:43] |f:1.2,5.6,8.9.10|. Procedure: Acetic anhydride (14.0 mL, 148 mmol), sodium formate (15.1 g, 222 mmol) and Hunig's base (25.8 mL, 148 mmol) were suspended in anhydrous DMF (50 mL) in a 1000 mL screw-top glass pressure-vessel. The vessel was sealed with the screw cap and the mixture was allowed to stir for 45 min at room temperature. To this mixture was added a solution of 4-[(R)-1-(3,5-dichloro-4-fluoro-phenyl)-5-iodo-3-methyl-2-oxo-2,3-dihydro-1H-imidazo[1,2-a]imidazol-3-ylmethyl]-benzonitrile (40.0 g, 73.9 mmol) in anhydrou... The reactants are CC(=O)NCCCCCC(=O)NCCCCCC(=O)O, CCCCCCCCCCCCCCNC(=O)C(N)CC(=O)OCc1ccccc1, ClCCl, C(=NC1CCCCC1)=NC1CCCCC1. The product is CCCCCCCCCCCCCCNC(=O)C(CC(=O)OCc1ccccc1)NC(=O)CCCCCNC(=O)CCCCCNC(C)=O. Reaction SMILES: [C:31]([CH3:32])(=[O:33])[NH:34][CH2:35][CH2:36][CH2:37][CH2:38][CH2:39][C:40](=[O:41])[NH:42][CH2:43][CH2:44][CH2:45][CH2:46][CH2:47][C:48](=[O:49])[OH:50].[CH2:1]([c:2]1[cH:3][cH:4][cH:5][cH:6][cH:7]1)[O:8][C:9]([CH2:10][CH:11]([C:12]([NH:13][CH2:14][CH2:15][CH2:16][CH2:17][CH2:18][CH2:19][CH2:20][CH2:21][CH2:22][CH2:23][CH2:24][CH2:25][CH2:26][CH3:27])=[O:28])[NH2:29])=[O:30].[CH2:66]([Cl:67])[Cl:68].[CH:51]1([N:52]=[C:53]=[N:54][CH:55]2[CH2:56][CH2:57][CH2:58][CH2:59][CH2:60]2)[CH2:61][CH2:62][CH2:63][CH2:64][CH2:65]1>>[CH2:1]([c:2]1[cH:3][cH:4][cH:5][cH:6][cH:7]1)[O:8][C:9]([CH2:10][CH:11]([C:12]([NH:13][CH2:14][CH2:15][CH2:16][CH2:17][CH2:18][CH2:19][CH2:20][CH2:21][CH2:22][CH2:23][CH2:24][CH2:25][CH2:26][CH3:27])=[O:28])[NH:29][C:48]([CH2:47][CH2:46][CH2:45][CH2:44][CH2:43][NH:42][C:40]([CH2:39][CH2:38][CH2:37][CH2:36][CH2:35][NH:34][C:31]([CH3:32])=[O:33])=[O:41])=[O:49])=[O:30]. The reactants are [N+](=O)([O-])C1=CC=C(O1)C1=NN(C=C1C(=O)O)C1=CC=CC=C1 (3-(5-nitro-2-furyl)-1-phenylpyrazole-4-carboxylic acid), P(=O)(Cl)(Cl)Cl (phosphorus oxychloride), aqueous solution, [N+](=O)([O-])C1=CC=C(O1)C1=NN(C=C1C(=O)Cl)C1=CC=CC=C1 (3-(5-nitro-2-furyl)-1-phenylpyrazole-4-carboxylic chloride). The solvent is ClC(C)Cl (dichloroethane). Conditions: time 8 hour. The product is [N+](=O)([O-])C1=CC=C(O1)C1=NN(C=C1C(=O)N)C1=CC=CC=C1 (3-(5-nitro-2-furyl)-1-phenylpyrazole-4-carboxamide). As a reaction SMILES: [N+:1]([C:4]1[O:8][C:7]([C:9]2[C:13]([C:14](O)=[O:15])=[CH:12][N:11]([C:17]3[CH:22]=[CH:21][CH:20]=[CH:19][CH:18]=3)[N:10]=2)=[CH:6][CH:5]=1)([O-:3])=[O:2].P(Cl)(Cl)(Cl)=O.[N+:28](C1OC(C2C(C(Cl)=O)=CN(C3C=CC=CC=3)N=2)=CC=1)([O-])=O>ClC(Cl)C>[N+:1]([C:4]1[O:8][C:7]([C:9]2[C:13]([C:14]([NH2:28])=[O:15])=[CH:12][N:11]([C:17]3[CH:22]=[CH:21][CH:20]=[CH:19][CH:18]=3)[N:10]=2)=[CH:6][CH:5]=1)([O-:3])=[O:2]. Procedure: Heat 1 g of 3-(5-nitro-2-furyl)-1-phenylpyrazole-4-carboxylic acid together with 0.56 g of phosphorus oxychloride and 10 ml of dichloroethane for 2 hours at 80° C. Add 10 ml of a 25% aqueous solution dropwise at 0° C to the thus-obtained solution of 3-(5-nitro-2-furyl)-1-phenylpyrazole-4-carboxylic chloride. Allow the resulting mixture to stand overnight and then vacuum distil it to remove the organic solvent therefrom. Vacuum filter to separate formed precipitate and recrystallize the filter re... The reactants are O=C(c1ncc[nH]1)c1ncc[nH]1, NCCNCc1ccccc1, C1CCOC1, CC(C)Cn1ncc2cc(Oc3ccc(F)cc3)c(C(N)=O)cc21. Yields the product CC(C)Cn1ncc2cc(Oc3ccc(F)cc3)c(C(=O)NCCNCc3ccccc3)cc21. Reaction SMILES: [C:25]([c:26]1[nH:27][cH:28][cH:29][n:30]1)([c:31]1[nH:32][cH:33][cH:34][n:35]1)=[O:36].[CH2:37]([c:38]1[cH:39][cH:40][cH:41][cH:42][cH:43]1)[NH:44][CH2:45][CH2:46][NH2:47].[CH2:48]1[O:49][CH2:50][CH2:51][CH2:52]1.[F:1][c:2]1[cH:3][cH:4][c:5]([O:6][c:7]2[cH:8][c:9]3[cH:10][n:11][n:12]([CH2:19][CH:20]([CH3:21])[CH3:22])[c:13]3[cH:14][c:15]2[C:16](=[O:17])[NH2:18])[cH:23][cH:24]1>>[F:1][c:2]1[cH:3][cH:4][c:5]([O:6][c:7]2[cH:8][c:9]3[cH:10][n:11][n:12]([CH2:19][CH:20]([CH3:21])[CH3:22])[c:13]3[cH:14][c:15]2[C:16](=[O:17])[NH:18][CH2:46][CH2:45][NH:44][CH2:37][c:38]2[cH:39][cH:40][cH:41][cH:42][cH:43]2)[cH:23][cH:24]1. The reactants are O1C(=CC2=C1C=CC=C2)C=O (2-benzofuranaldehyde), OCC(=O)C1=CC=CC=C1 (2-hydroxy acetophenone), [OH-].[Na+] (sodium hydroxide), OO (hydrogen peroxide), [OH-].[Na+] (sodium hydroxide), Cl (hydrochloric acid). Run in CO (methanol), CO (methanol). Reaction conditions: temperature 12.5 celsius, time 24 hour. The product is O1C(=CC2=C1C=CC=C2)C=2OC1=CC=CC=C1C(C2O)=O (2-(benzofuran-2-yl)-3-hydroxy-4H-chromen-4-one). RXN SMILES: [O:1]1[C:5]2[CH:6]=[CH:7][CH:8]=[CH:9][C:4]=2[CH:3]=[C:2]1[CH:10]=[O:11].[OH:12][CH2:13][C:14]([C:16]1[CH:21]=[CH:20][CH:19]=[CH:18][CH:17]=1)=[O:15].[OH-].[Na+].OO.Cl>CO>[O:1]1[C:5]2[CH:6]=[CH:7][CH:8]=[CH:9][C:4]=2[CH:3]=[C:2]1[C:10]1[O:11][C:17]2[C:16]([C:14](=[O:15])[C:13]=1[OH:12])=[CH:21][CH:20]=[CH:19][CH:18]=2 |f:2.3|. Procedure details: To a three necked round bottomed flask, equipped with reflux condenser, calcium chloride guard tube and nitrogen inlet and magnetic stirrer, was charged methanol (200 ml), 2-benzofuranaldehyde (1.46 g) and 2-hydroxy acetophenone (1.36 g). The reaction mixture was cooled to 10-15° C. and sodium hydroxide (4 g) was added slowly and the reaction was stirred at room temperature (˜25° C.) for 24 hrs. Then methanol (200 ml) was added to the reaction and the reaction mixture was cooled below 15° C. and...